Dataset: the Open Reaction Database (ORD), a public repository of structured organic reaction records. Task: describe an organic reaction: reactants, conditions, products, and yield Reaction SMILES: [H-].[H-].[H-].[H-].[Li+].[Al+3].[C:7]([C:11]1[CH:16]=[CH:15][C:14]([C:17]2[C:26]3[CH2:25][CH2:24][CH2:23][CH2:22][C:21]=3[CH:20]=[C:19]3[C:27](=O)[CH:28]([CH3:30])[CH2:29][C:18]=23)=[CH:13][CH:12]=1)([CH3:10])([CH3:9])[CH3:8].Cl.C1C=CC=CC=1.CCOC(C)=O>CCOCC>[C:7]([C:11]1[CH:12]=[CH:13][C:14]([C:17]2[C:26]3[CH2:25][CH2:24][CH2:23][CH2:22][C:21]=3[CH:20]=[C:19]3[CH:27]=[C:28]([CH3:30])[CH2:29][C:18]=23)=[CH:15][CH:16]=1)([CH3:10])([CH3:8])[CH3:9] |f:0.1.2.3.4.5,8.9|. Solvent: CCOCC (Et2O). The reactants are C1=CC=CC=C1.CCOC(=O)C (benzene EtOAc), [H-].[H-].[H-].[H-].[Li+].[Al+3] (LiAlH4), C(C)(C)(C)C1=CC=C(C=C1)C1=C2C(=CC=3CCCCC13)C(C(C2)C)=O (4-(4-tert-Butylphenyl)-2-methyl-2,3,5,6,7,8-hexahydro-1H-cyclopenta[b]naphthalen-1-one), Cl (HCl). Product: C(C)(C)(C)C1=CC=C(C=C1)C1=C2C(=CC=3CCCCC13)C=C(C2)C (9-(4-tert-Butylphenyl)-2-methyl-5,6,7,8-tetrahydro-1H-cyclopenta[b]naphthalene). Procedure details: LiAlH4 (0.95 g, 25 mmol) was added at −20° C. to the solution of 4-(4-tert-Butylphenyl)-2-methyl-2,3,5,6,7,8-hexahydro-1H-cyclopenta[b]naphthalen-1-one (16.6 g, 50 mmol) in Et2O (150 ml). Resulting mixture was allowed to warm to room temperature and stirred for additional 1 h. Then 5% HCl (100 ml) was added, the resulting mixture was extracted by Et2O (3 times of 50 ml). Combined organic phases were washed by water, dried over MgSO4 and evaporated. Benzene (300 ml) and p-TSA (0.5 g) were added, ... Isolated yield 80.9%. Conditions: time 1 hour. Starting materials: CNC (Dimethylamine), ClCCC=1C=C(C(=NC1Cl)C(=O)OC)C(=O)OC (dimethyl 5-(2-chloroethyl)-6-chloro-2,3-pyridinedicarboxylate). The solvent is CO (methanol). Run at time 64 hour. The product is CN1CCC=2C1=NC(=C(C2)C(=O)OC)C(=O)OC (dimethyl 1-methyl-2,3-dihydro-1H-pyrrolo[2,3-b]pyridine-5,6-dicarboxylate). The yield is 14.0%. Reaction SMILES: [CH3:1][NH:2][CH3:3].ClC[CH2:6][C:7]1[CH:8]=[C:9]([C:18]([O:20][CH3:21])=[O:19])[C:10]([C:14]([O:16][CH3:17])=[O:15])=[N:11][C:12]=1Cl>CO>[CH3:1][N:2]1[C:12]2=[N:11][C:10]([C:14]([O:16][CH3:17])=[O:15])=[C:9]([C:18]([O:20][CH3:21])=[O:19])[CH:8]=[C:7]2[CH2:6][CH2:3]1. Procedure details: Dimethylamine (7.5 g, 166.6 mol) is bubbled into a solution of dimethyl 5-(2-chloroethyl)-6-chloro-2,3-pyridinedicarboxylate (20.0 g, 66 mmol) in methanol (400 mL) over three hours. The resulting solution is stirred for 64 hours at room temperature and then four and one-half hours at reflux. After cooling the mixture is concentrated under vacuum and the crude product chromatographed on 250 g silica using 2:1 hexanes:ethyl acetate and then 1:1 hexanes:ethyl acetate as eluant, affording 2.32 g (14...